Dataset: the Open Reaction Database (ORD), a public repository of structured organic reaction records. Task: describe an organic reaction: reactants, conditions, products, and yield Reactants: Clc1cccc(Cl)c1CBr, O=C([O-])O, CC(=O)O, Nc1nc2ccc(O)cc2s1, [Na+], [Na+], [OH-]. Yields the product Nc1nc2ccc(OCc3c(Cl)cccc3Cl)cc2s1. As a reaction SMILES: [Br:1][CH2:2][c:3]1[c:4]([Cl:10])[cH:5][cH:6][cH:7][c:8]1[Cl:9].[C:24](=[O:25])([O-:26])[OH:27].[CH3:29][C:30](=[O:31])[OH:32].[NH2:11][c:12]1[s:13][c:14]2[c:15]([n:16]1)[cH:17][cH:18][c:19]([OH:21])[cH:20]2.[Na+:23].[Na+:28].[OH-:22]>>[CH2:2]([c:3]1[c:4]([Cl:10])[cH:5][cH:6][cH:7][c:8]1[Cl:9])[O:21][c:19]1[cH:18][cH:17][c:15]2[c:14]([s:13][c:12]([NH2:11])[n:16]2)[cH:20]1. The reactants are OC1=C(C=C(C=C1)[N+](=O)[O-])NC=O (N-(2-hydroxy-5-nitrophenyl)-formamide), C([O-])([O-])=O.[K+].[K+] (potassium carbonate), C(C1=CC=CC=C1)Br (benzyl bromide). Solvent: O (water), CN(C)C=O (DMF). Run at time 1.25 hour. Yields the product C(C1=CC=CC=C1)OC1=C(C=C(C=C1)[N+](=O)[O-])NC=O (N-(2-benzyloxy-5-nitrophenyl)-formamide). Reaction SMILES: [OH:1][C:2]1[CH:7]=[CH:6][C:5]([N+:8]([O-:10])=[O:9])=[CH:4][C:3]=1[NH:11][CH:12]=[O:13].C(=O)([O-])[O-].[K+].[K+].[CH2:20](Br)[C:21]1[CH:26]=[CH:25][CH:24]=[CH:23][CH:22]=1>CN(C=O)C.O>[CH2:20]([O:1][C:2]1[CH:7]=[CH:6][C:5]([N+:8]([O-:10])=[O:9])=[CH:4][C:3]=1[NH:11][CH:12]=[O:13])[C:21]1[CH:26]=[CH:25][CH:24]=[CH:23][CH:22]=1 |f:1.2.3|. Reported procedure: To a solution of N-(2-hydroxy-5-nitrophenyl)-formamide (26 g, 0.143 mol) in DMF (180 mL) is added potassium carbonate (22 g, 0.159-mol), followed by benzyl bromide (27 g, 0.158 mol) at 60° C. The mixture is stirred for 1.25 h. The mixture is diluted with water. The precipitated solid is separated by filtration and washed with 1N HCl, water and hexanes, and air dried for 18 h to afford N-(2-benzyloxy-5-nitrophenyl)-formamide as a white solid: (M−H)−=271.1. Starting materials: NC1=CC=CC=2C(C3=CC=CC=C3C(C12)=O)=O (1-aminoanthraquinone). Run in O (water). Yields the product C1=CC=CC=2C(C3=CC=CC=C3C(C12)=O)=O (anthraquinone). Reaction SMILES: N[C:2]1[C:15]2[C:14](=[O:16])[C:13]3[C:8](=[CH:9][CH:10]=[CH:11][CH:12]=3)[C:7](=[O:17])[C:6]=2[CH:5]=[CH:4][CH:3]=1>O>[CH:9]1[C:8]2[C:7](=[O:17])[C:6]3[C:15](=[CH:2][CH:3]=[CH:4][CH:5]=3)[C:14](=[O:16])[C:13]=2[CH:12]=[CH:11][CH:10]=1. Procedure: Our efforts in an attempt to solve the above problem led to the discovery that by using an aqueous medium such as water or a mixture of water and an organic solvent, the nitro group or 1-nitroanthraquinone is reduced while the 1-nitroanthraquinone is in the suspended state, and 1-aminoanthraquinone of better quality with lesser amounts of impurities than in the case of using an organic solvent can be obtained. According to this method, however, when the particles of 1-nitroanthraquinone have a l... The reactants are Cl, CC(C)(C)OC(=O)NC1=NC2(c3cc(NC(=O)c4ccc(F)cn4)ccc3F)COCC2CS1, C1COCCO1. Yields the product Cl, NC1=NC2(c3cc(NC(=O)c4ccc(F)cn4)ccc3F)COCC2CS1. As a reaction SMILES: [ClH:1].[F:8][c:9]1[cH:10][cH:11][c:12]([C:15](=[O:16])[NH:17][c:18]2[cH:19][cH:20][c:21]([F:41])[c:22]([C:24]34[N:25]=[C:26]([NH:33][C:34](=[O:35])[O:36][C:37]([CH3:38])([CH3:39])[CH3:40])[S:27][CH2:28][CH:29]3[CH2:30][O:31][CH2:32]4)[cH:23]2)[n:13][cH:14]1.[O:2]1[CH2:3][CH2:4][O:5][CH2:6][CH2:7]1>>[ClH:1].[F:8][c:9]1[cH:10][cH:11][c:12]([C:15](=[O:16])[NH:17][c:18]2[cH:19][cH:20][c:21]([F:41])[c:22]([C:24]34[N:25]=[C:26]([NH2:33])[S:27][CH2:28][CH:29]3[CH2:30][O:31][CH2:32]4)[cH:23]2)[n:13][cH:14]1. Reactants: [Al+3], [Al+3], CNC(=O)c1cc(Sc2cccc(Br)c2)n(-c2ccccc2Cl)n1, [Cl-], [Cl-], [Cl-], [H-], [H-], [H-], [H-], [Li+], [Na+], C1CCOC1, [OH-]. Yields the product CNCc1cc(Sc2cccc(Br)c2)n(-c2ccccc2Cl)n1. As a reaction SMILES: [Al+3:2].[Al+3:6].[Br:11][c:12]1[cH:13][c:14]([S:18][c:19]2[cH:20][c:21]([C:31](=[O:32])[NH:33][CH3:34])[n:22][n:23]2-[c:24]2[c:25]([Cl:30])[cH:26][cH:27][cH:28][cH:29]2)[cH:15][cH:16][cH:17]1.[Cl-:1].[Cl-:3].[Cl-:4].[H-:10].[H-:5].[H-:8].[H-:9].[Li+:7].[Na+:36].[O:37]1[CH2:38][CH2:39][CH2:40][CH2:41]1.[OH-:35]>>[Br:11][c:12]1[cH:13][c:14]([S:18][c:19]2[cH:20][c:21]([CH2:31][NH:33][CH3:34])[n:22][n:23]2-[c:24]2[c:25]([Cl:30])[cH:26][cH:27][cH:28][cH:29]2)[cH:15][cH:16][cH:17]1.